Dataset: the Open Reaction Database (ORD), a public repository of structured organic reaction records. Task: describe an organic reaction: reactants, conditions, products, and yield Starting materials: FC(C(C(F)(F)F)(O[Si](CC)(CC)CC)[C@@H]1CC[C@H](CC1)NS(=O)(=O)C=1N=C(N(C1)C)C)(F)F (trans 1,2-dimethyl-1H-imidazole-4-sulfonic acid [4-(2,2,2-trifluoro-1-triethylsilanyloxy-1-trifluoromethyl-ethyl)-cyclohexyl]-amide), C1CCC2=NCCCN2CC1 (DBU), [NH4+].[Cl-] (NH4Cl), C(C)I (ethyliodide). The solvent is CN(C)C=O (DMF), CCOCC (Et2O). Run at time 15 minute. The product is C(C)N(S(=O)(=O)C=1N=C(N(C1)C)C)[C@@H]1CC[C@H](CC1)C(C(F)(F)F)(C(F)(F)F)O[Si](CC)(CC)CC (trans 1,2-dimethyl-1H-imidazole-4-sulfonic acid ethyl-[4-(2,2,2-trifluoro-1-triethylsilanyloxy-1-trifluoromethyl-ethyl)-cyclohexyl]-amide). Yield: 94.7%. Reaction SMILES: [F:1][C:2]([F:34])([F:33])[C:3]([C@H:16]1[CH2:21][CH2:20][C@H:19]([NH:22][S:23]([C:26]2[N:27]=[C:28]([CH3:32])[N:29]([CH3:31])[CH:30]=2)(=[O:25])=[O:24])[CH2:18][CH2:17]1)([O:8][Si:9]([CH2:14][CH3:15])([CH2:12][CH3:13])[CH2:10][CH3:11])[C:4]([F:7])([F:6])[F:5].[CH2:35]1CCN2C(=NCCC2)C[CH2:36]1.C(I)C.[NH4+].[Cl-]>CN(C=O)C.CCOCC>[CH2:35]([N:22]([C@H:19]1[CH2:18][CH2:17][C@H:16]([C:3]([O:8][Si:9]([CH2:14][CH3:15])([CH2:10][CH3:11])[CH2:12][CH3:13])([C:4]([F:7])([F:6])[F:5])[C:2]([F:1])([F:33])[F:34])[CH2:21][CH2:20]1)[S:23]([C:26]1[N:27]=[C:28]([CH3:32])[N:29]([CH3:31])[CH:30]=1)(=[O:25])=[O:24])[CH3:36] |f:3.4|. Procedure: A solution of 150 mg (0.28 mmol) of trans 1,2-dimethyl-1H-imidazole-4-sulfonic acid [4-(2,2,2-trifluoro-1-triethylsilanyloxy-1-trifluoromethyl-ethyl)-cyclohexyl]-amide (example 9.1) in 1 mL of DMF was treated with 0.66 mL (0.44 mmol) of DBU, stirred for 15 min and treated with 0.9 mL (0.58 mmol) of ethyliodide. The mixture was stirred at 60° C. for 4 hrs and distributed between a saturated aqueous solution of NH4Cl and Et2O. Drying of the combined organic phases over Na2SO4 and evaporation of th... Starting materials: CCOC(=O)COC1(C(F)(F)F)c2ccccc2-c2c(Cl)cc(F)cc21, CCO, [Na+], [OH-]. Yields the product O=C(O)COC1(C(F)(F)F)c2ccccc2-c2c(Cl)cc(F)cc21. RXN SMILES: [CH2:1]([CH3:2])[O:3][C:4]([CH2:5][O:6][C:7]1([C:22]([F:23])([F:24])[F:25])[c:8]2[cH:9][cH:10][cH:11][cH:12][c:13]2-[c:14]2[c:15]([Cl:21])[cH:16][c:17]([F:20])[cH:18][c:19]21)=[O:26].[CH3:29][CH2:30][OH:31].[Na+:28].[OH-:27]>>[O:3]=[C:4]([CH2:5][O:6][C:7]1([C:22]([F:23])([F:24])[F:25])[c:8]2[cH:9][cH:10][cH:11][cH:12][c:13]2-[c:14]2[c:15]([Cl:21])[cH:16][c:17]([F:20])[cH:18][c:19]21)[OH:26]. Starting materials: C(CC=C)N1C(C2=CC=CC=C2C1=O)=O (2-(but-3-en-1-yl)isoindoline-1,3-dione), ClC=1C=C(C(=O)OO)C=CC1 (m-chloroperoxybenzoic acid). The solvent is ClCCl (dichloromethane). Reaction conditions: time 10 hour. The product is O1C(C1)CCN1C(C2=CC=CC=C2C1=O)=O (2-(2-(oxiran-2-yl)ethyl)isoindoline-1,3-dione). Isolated yield 92.9%. RXN SMILES: [CH2:1]([N:5]1[C:13](=[O:14])[C:12]2[C:7](=[CH:8][CH:9]=[CH:10][CH:11]=2)[C:6]1=[O:15])[CH2:2][CH:3]=[CH2:4].ClC1C=C(C=CC=1)C(OO)=[O:21]>ClCCl>[O:21]1[CH2:4][CH:3]1[CH2:2][CH2:1][N:5]1[C:13](=[O:14])[C:12]2[C:7](=[CH:8][CH:9]=[CH:10][CH:11]=2)[C:6]1=[O:15]. Reported procedure: To a mixture of 2-(but-3-en-1-yl)isoindoline-1,3-dione obtained in step 1 (0.65 g, 3.22 mmol) in dichloromethane (10 ml), was added m-chloroperoxybenzoic acid (1.11 g, 6.44 mmol) at 0° C. The resulting reaction mixture was stirred at room temperature for 10 hours. After the reaction complete, the reaction mixture thus obtained was filtered through a plug of Celite. The filtrate was washed with 1 N sodium hydroxide solution and brine. The organic phase thus separated was dried over anhydrous magn... The reactants are C1(CCCCC1)C(OC1=CC=C(C(=O)O)C=C1)C1=C(OC(=C1)C1=NC=CC=C1)C (4-{cyclohexyl[2-methyl-5-(pyridin-2-yl)furan-3-yl]methoxy}benzoic acid), CNCCC(=O)OCC (ethyl 3-(methylamino)propanoate), Cl.C(C)N=C=NCCCN(C)C (1-ethyl-3-(3-dimethylaminopropyl)carbodiimide hydrochloride), O.OC1=CC=CC=2NN=NC21 (hydroxybenzotriazole monohydrate). The solvent is C(C)(=O)OCC (Ethyl acetate), CN(C=O)C (N,N-dimethylformamide), C(C)N(CC)CC (triethylamine). Conditions: time 1 hour. The product is C1(CCCCC1)C(OC1=CC=C(C=C1)C(=O)N(CCC(=O)O)C)C1=C(OC(=C1)C1=NC=CC=C1)C (3-{[(4-{cyclohexyl[2-methyl-5-(pyridin-2-yl)furan-3-yl]methoxy}phenyl)carbonyl](methyl)amino}propanoic acid). Isolated yield 81.2%. Reaction SMILES: [CH:1]1([CH:7]([C:18]2[CH:22]=[C:21]([C:23]3[CH:28]=[CH:27][CH:26]=[CH:25][N:24]=3)[O:20][C:19]=2[CH3:29])[O:8][C:9]2[CH:17]=[CH:16][C:12]([C:13](O)=[O:14])=[CH:11][CH:10]=2)[CH2:6][CH2:5][CH2:4][CH2:3][CH2:2]1.[CH3:30][NH:31][CH2:32][CH2:33][C:34]([O:36]CC)=[O:35].Cl.C(N=C=NCCCN(C)C)C.O.OC1C2N=NNC=2C=CC=1>CN(C)C=O.C(OCC)(=O)C.C(N(CC)CC)C>[CH:1]1([CH:7]([C:18]2[CH:22]=[C:21]([C:23]3[CH:28]=[CH:27][CH:26]=[CH:25][N:24]=3)[O:20][C:19]=2[CH3:29])[O:8][C:9]2[CH:10]=[CH:11][C:12]([C:13]([N:31]([CH3:30])[CH2:32][CH2:33][C:34]([OH:36])=[O:35])=[O:14])=[CH:16][CH:17]=2)[CH2:6][CH2:5][CH2:4][CH2:3][CH2:2]1 |f:2.3,4.5|. Procedure details: A solution of 4-{cyclohexyl[2-methyl-5-(pyridin-2-yl)furan-3-yl]methoxy}benzoic acid (86 mg), ethyl 3-(methylamino)propanoate (34 mg), 1-ethyl-3-(3-dimethylaminopropyl)carbodiimide hydrochloride (50 mg), hydroxybenzotriazole monohydrate (40 mg) and triethylamine (36 μL) in N,N-dimethylformamide (10 mL) was stirred at room temperature for 4 hr. Ethyl acetate was added, the mixture was washed with saturated aqueous sodium hydrogen carbonate solution and 1N hydrochloric acid, and the organic layer ... Reactants: CCO, Cl, CCOC(=O)c1ccccc1Sc1ccccc1[N+](=O)[O-], [Na+], [OH-], O, O, Cl[Sn](Cl)(Cl)Cl. The product is CCOC(=O)c1ccccc1Sc1ccccc1N. RXN SMILES: [CH3:29][CH2:30][OH:31].[ClH:32].[N+:1]([O-:2])(=[O:3])[c:4]1[c:5]([S:10][c:11]2[c:12]([C:13](=[O:14])[O:15][CH2:16][CH3:17])[cH:18][cH:19][cH:20][cH:21]2)[cH:6][cH:7][cH:8][cH:9]1.[Na+:34].[OH-:33].[OH2:22].[OH2:23].[Sn:24]([Cl:25])([Cl:26])([Cl:27])[Cl:28]>>[NH2:1][c:4]1[c:5]([S:10][c:11]2[c:12]([C:13](=[O:14])[O:15][CH2:16][CH3:17])[cH:18][cH:19][cH:20][cH:21]2)[cH:6][cH:7][cH:8][cH:9]1. Starting materials: CC#N, Nc1ccc(Cl)cc1, O=C1C=CC(=O)O1. Yields the product O=C(O)C=CC(=O)Nc1ccc(Cl)cc1. RXN SMILES: [CH3:16][C:17]#[N:18].[NH2:8][c:9]1[cH:10][cH:11][c:12]([Cl:13])[cH:14][cH:15]1.[O:1]=[C:2]1[O:3][C:4](=[O:5])[CH:6]=[CH:7]1>>[O:1]=[C:2]([CH:7]=[CH:6][C:4]([OH:3])=[O:5])[NH:8][c:9]1[cH:10][cH:11][c:12]([Cl:13])[cH:14][cH:15]1. Reactants: C(C)(=O)O (acetic acid), O=C1N2C(=NC3=CC=C(C=C13)C(=O)OC)C=CC=C2 (Methyl 11-oxo-11-H-pyrido[2,1-b]quinazoline-2-carboxylate), Cl.NO (hydroxylamine hydrochloride), C(C)(C)NC(C)C (diisopropylamine). Run in CN(C=O)C (dimethylformamide). Reaction conditions: temperature 20 celsius, time 5 hour. Yields the product O=C1N2C(=NC3=CC=C(C=C13)C(=O)NO)C=CC=C2 (11-Oxo-11-H-pyrido[2,1-b]quinazoline-2-hydroxamic acid). RXN SMILES: [O:1]=[C:2]1[C:11]2[C:6](=[CH:7][CH:8]=[C:9]([C:12](OC)=[O:13])[CH:10]=2)[N:5]=[C:4]2[CH:16]=[CH:17][CH:18]=[CH:19][N:3]12.Cl.[NH2:21][OH:22].C(NC(C)C)(C)C.C(O)(=O)C>CN(C)C=O>[O:1]=[C:2]1[C:11]2[C:6](=[CH:7][CH:8]=[C:9]([C:12]([NH:21][OH:22])=[O:13])[CH:10]=2)[N:5]=[C:4]2[CH:16]=[CH:17][CH:18]=[CH:19][N:3]12 |f:1.2|. Procedure: 5.9 gm of 11-oxo-11-H-pyrido[2,1-b]quinazoline-2-carboxylic acid chloride (see Example 12) were introduced into a solution of 2.08 gm of hydroxylamine hydrochloride and 9.8 ml of diisopropylamine in 100 ml of dimethylformamide, and the mixture was stirred at 20° C for 5 hours. Thereafter, the reaction mixture was acidified with dilute acetic acid and suction-filtered, yielding as the filter cake the semihyrate of the formula ##STR25##